Dataset: the Open Reaction Database (ORD), a public repository of structured organic reaction records. Task: describe an organic reaction: reactants, conditions, products, and yield RXN SMILES: [CH:10]1([B:13]([OH:14])[OH:15])[CH2:11][CH2:12]1.[F:1][c:2]1[c:3]([Cl:9])[n:4][c:5]([Cl:8])[n:6][cH:7]1>>[F:1][c:2]1[c:3]([CH:10]2[CH2:11][CH2:12]2)[n:4][c:5]([Cl:8])[n:6][cH:7]1. Starting materials: OB(O)C1CC1, Fc1cnc(Cl)nc1Cl. Product: Fc1cnc(Cl)nc1C1CC1.